This data is from the Open Reaction Database (ORD), a public repository of structured organic reaction records. The task is: describe an organic reaction: reactants, conditions, products, and yield The reactants are COCCBr, O=c1[nH]c2cc(Br)ccc2s1, O=C([O-])[O-], [K+], [K+], CN(C)C=O. Product: COCCn1c(=O)sc2ccc(Br)cc21. RXN SMILES: [Br:18][CH2:19][CH2:20][O:21][CH3:22].[Br:1][c:2]1[cH:3][cH:4][c:5]2[c:6]([nH:7][c:8](=[O:10])[s:9]2)[cH:11]1.[C:12](=[O:13])([O-:14])[O-:15].[K+:16].[K+:17].[O:23]=[CH:24][N:25]([CH3:26])[CH3:27]>>[Br:1][c:2]1[cH:3][cH:4][c:5]2[c:6]([n:7]([CH2:19][CH2:20][O:21][CH3:22])[c:8](=[O:10])[s:9]2)[cH:11]1.